From a dataset of the Open Reaction Database (ORD), a public repository of structured organic reaction records. describe an organic reaction: reactants, conditions, products, and yield The reactants are O=C(O)Cc1cccc(Br)c1, ClCCl, Clc1ccccc1Cl, c1ccc(-c2ccco2)cc1. Yields the product O=C(Cc1cccc(Br)c1)c1ccc(-c2ccccc2)o1. RXN SMILES: [Br:12][c:13]1[cH:14][c:15]([CH2:19][C:20](=[O:21])[OH:22])[cH:16][cH:17][cH:18]1.[Cl:23][CH2:24][Cl:25].[Cl:26][c:27]1[c:28]([Cl:29])[cH:30][cH:31][cH:32][cH:33]1.[c:1]1(-[c:7]2[o:8][cH:9][cH:10][cH:11]2)[cH:2][cH:3][cH:4][cH:5][cH:6]1>>[c:1]1(-[c:7]2[o:8][c:9]([C:20]([CH2:19][c:15]3[cH:14][c:13]([Br:12])[cH:18][cH:17][cH:16]3)=[O:21])[cH:10][cH:11]2)[cH:2][cH:3][cH:4][cH:5][cH:6]1. Starting materials: [C@@H]1(C[C@H](O)[C@@H](CO)O1)N1C(=O)NC(=O)C(C)=C1 (thymidine), COC=1C(=C(C(C2=CC=CC=C2)(C2=CC=CC=C2)Cl)C=CC1)OC (dimethoxytrityl chloride), 5′-O, V(MeOH), V(CH2Cl2), COC1=CC=C(C(C2=CC=C(C=C2)OC)(C2=CC=CC=C2)O[C@H]2C[C@@H](O[C@@H]2COC(C2=CC=C(C=C2)OC)(C2=CC=C(C=C2)OC)C2=CC=CC=C2)N2C(=O)NC(=O)C(C)=C2)C=C1 (3′,5′-bis-O-(4,4′-dimethoxytrityl)thymidine). Solvent: N1=CC=CC=C1 (pyridine). Run at time 2 hour. The product is COC1=CC=C(C(C2=CC=C(C=C2)OC)(C2=CC=CC=C2)OC[C@@H]2[C@H](C[C@@H](O2)N2C(=O)NC(=O)C(C)=C2)O)C=C1 (5′-O-(4,4′-dimethoxytrityl)thymidine). As a reaction SMILES: [C@@H]1(N2C=C(C)C(=O)NC2=O)O[C@H](CO)[C@@H](O)C1.COC1C(OC)=C(C=CC=1)C(Cl)(C1C=CC=CC=1)C1C=CC=CC=1.COC1C=CC(C([O:63][C@@H:64]2[C@@H:68]([CH2:69][O:70][C:71]([C:88]3[CH:93]=[CH:92][CH:91]=[CH:90][CH:89]=3)([C:80]3[CH:85]=[CH:84][C:83]([O:86][CH3:87])=[CH:82][CH:81]=3)[C:72]3[CH:77]=[CH:76][C:75]([O:78][CH3:79])=[CH:74][CH:73]=3)[O:67][C@@H:66]([N:94]3[CH:102]=[C:100]([CH3:101])[C:98](=[O:99])[NH:97][C:95]3=[O:96])[CH2:65]2)(C2C=CC=CC=2)C2C=CC(OC)=CC=2)=CC=1>N1C=CC=CC=1>[CH3:79][O:78][C:75]1[CH:76]=[CH:77][C:72]([C:71]([O:70][CH2:69][C@H:68]2[O:67][C@@H:66]([N:94]3[CH:102]=[C:100]([CH3:101])[C:98](=[O:99])[NH:97][C:95]3=[O:96])[CH2:65][C@@H:64]2[OH:63])([C:88]2[CH:89]=[CH:90][CH:91]=[CH:92][CH:93]=2)[C:80]2[CH:85]=[CH:84][C:83]([O:86][CH3:87])=[CH:82][CH:81]=2)=[CH:73][CH:74]=1. Procedure details: In a 250-ml three-necked flask, thymidine and dimethoxytrityl chloride in anhydrous pyridine are introduced in succession under inert gas and stirred for 2 hours at room temperature. The TLC control test of the reaction (V(MeOH):V(CH2Cl2)=1:19) shows the 5′-O-protected compound (Rf=0.26) to be the main product. It also contains one faint spot each for the starting material (Rf=0.00) and the doubly protected byproduct, 3′,5′-bis-O-(4,4′-dimethoxytrityl)thymidine (Rf=0.71). The reaction solution i... Starting materials: CC(=O)Cl, COC(=O)c1nc(N)sc1-c1ccccc1, O, c1ccncc1. Product: COC(=O)c1nc(NC(C)=O)sc1-c1ccccc1. RXN SMILES: [CH3:17][C:18]([Cl:19])=[O:20].[NH2:1][c:2]1[s:3][c:4](-[c:11]2[cH:12][cH:13][cH:14][cH:15][cH:16]2)[c:5]([C:7](=[O:8])[O:9][CH3:10])[n:6]1.[OH2:21].[cH:22]1[cH:23][cH:24][n:25][cH:26][cH:27]1>>[NH:1]([c:2]1[s:3][c:4](-[c:11]2[cH:12][cH:13][cH:14][cH:15][cH:16]2)[c:5]([C:7](=[O:8])[O:9][CH3:10])[n:6]1)[C:18]([CH3:17])=[O:20].